Dataset: the Open Reaction Database (ORD), a public repository of structured organic reaction records. Task: describe an organic reaction: reactants, conditions, products, and yield The reactants are N#Cc1ccc(N2CCOCC2)c(N)c1, S=C(Cl)Cl, C1COCCO1, O. Yields the product N#Cc1ccc(N2CCOCC2)c(N=C=S)c1. Reaction SMILES: [C:1](#[N:2])[c:3]1[cH:4][cH:5][c:6]([N:10]2[CH2:11][CH2:12][O:13][CH2:14][CH2:15]2)[c:7]([NH2:8])[cH:9]1.[Cl:16][C:17]([Cl:18])=[S:19].[O:20]1[CH2:21][CH2:22][O:23][CH2:24][CH2:25]1.[OH2:26]>>[C:1](#[N:2])[c:3]1[cH:4][cH:5][c:6]([N:10]2[CH2:11][CH2:12][O:13][CH2:14][CH2:15]2)[c:7]([N:8]=[C:17]=[S:19])[cH:9]1. Procedure: A mixture of N-benzylpiperazine (3.56 g, 20.2 mmol) and THF (25 mL) was cooled to 0° C. and n-butyllithium (2.5M in hexanes, 7.6 mL, 19 mmol) was added. The mixture was cooled 30 minutes with stirring at 0° C., stirred 1 hour at 25° C., then cooled to 0° C. and 2-fluoro-1-oxazol-2-ylbenzene (1.1 g, 6.75 mmol) was added slowly. The reaction mixture was allowed to warm to 25° C., then stirred 90 minutes and diluted with water. The aqueous layer was separated and extracted with ethyl acetate (3×30 ... Yield: 37.3%. RXN SMILES: [CH2:1]([N:8]1[CH2:13][CH2:12][NH:11][CH2:10][CH2:9]1)[C:2]1[CH:7]=[CH:6][CH:5]=[CH:4][CH:3]=1.C1COCC1.C([Li])CCC.F[C:25]1[CH:30]=[CH:29][CH:28]=[CH:27][C:26]=1[C:31]1[O:32][CH:33]=[CH:34][N:35]=1>O>[CH2:1]([N:8]1[CH2:13][CH2:12][N:11]([C:25]2[CH:30]=[CH:29][CH:28]=[CH:27][C:26]=2[C:31]2[O:32][CH:33]=[CH:34][N:35]=2)[CH2:10][CH2:9]1)[C:2]1[CH:3]=[CH:4][CH:5]=[CH:6][CH:7]=1. Run at temperature 0 celsius. Run in O (water). The reactants are FC1=C(C=CC=C1)C=1OC=CN1 (2-fluoro-1-oxazol-2-ylbenzene), C(C1=CC=CC=C1)N1CCNCC1 (N-benzylpiperazine), C1CCOC1 (THF), C(CCC)[Li] (n-butyllithium). Product: C(C1=CC=CC=C1)N1CCN(CC1)C1=C(C=CC=C1)C=1OC=CN1 (4-benzyl-1-(2-oxazol-2-ylphenyl)piperazine).